This data is from the Open Reaction Database (ORD), a public repository of structured organic reaction records. The task is: describe an organic reaction: reactants, conditions, products, and yield Yield: 27.0%. The product is FC1(CCC(CC1)NC(=O)C1=NC=C(N=C1)OCC=1C(=NOC1C)C1=CC=CC=C1)F (5-(5-Methyl-3-phenyl-isoxazol-4-ylmethoxy)-pyrazine-2-carboxylic acid (4,4-difluoro-cyclohexyl)-amide). Procedure details: As described for example 2b, 5-(5-methyl-3-phenyl-isoxazol-4-ylmethoxy)-pyrazine-2-carboxylic acid (100 mg, 0.32 mmol) was converted, using 4,4-difluorocyclohexylamine instead of aminomethylcyclopropane to the title compound (SiO2, heptane:ethyl acetate=90:10 to 60:40, 37 mg, 27%) which was obtained as a white solid. MS: m/e=429.2 [M+H]+. Reaction SMILES: [CH3:1][C:2]1[O:6][N:5]=[C:4]([C:7]2[CH:12]=[CH:11][CH:10]=[CH:9][CH:8]=2)[C:3]=1[CH2:13][O:14][C:15]1[N:16]=[CH:17][C:18]([C:21]([OH:23])=O)=[N:19][CH:20]=1.[F:24][C:25]1([F:32])[CH2:30][CH2:29][CH:28]([NH2:31])[CH2:27][CH2:26]1>>[F:24][C:25]1([F:32])[CH2:30][CH2:29][CH:28]([NH:31][C:21]([C:18]2[CH:17]=[N:16][C:15]([O:14][CH2:13][C:3]3[C:4]([C:7]4[CH:8]=[CH:9][CH:10]=[CH:11][CH:12]=4)=[N:5][O:6][C:2]=3[CH3:1])=[CH:20][N:19]=2)=[O:23])[CH2:27][CH2:26]1. Starting materials: CC1=C(C(=NO1)C1=CC=CC=C1)COC=1N=CC(=NC1)C(=O)O (5-(5-methyl-3-phenyl-isoxazol-4-ylmethoxy)-pyrazine-2-carboxylic acid), FC1(CCC(CC1)N)F (4,4-difluorocyclohexylamine).